This data is from the Open Reaction Database (ORD), a public repository of structured organic reaction records. The task is: describe an organic reaction: reactants, conditions, products, and yield Starting materials: N(=[N+]=[N-])CC=1N=CN(C1)C1=CC=C(C=C1)I (4-azidomethyl 1-(4-iodophenyl)imidazole). Reagents/catalysts: [Ni] (Ra—Ni). The solvent is CO (MeOH). Yields the product NCC=1N=CN(C1)C1=CC=C(C=C1)I (4-aminomethyl 1-(4-iodophenyl)imidazole), solid. Reaction SMILES: [N:1]([CH2:4][C:5]1[N:6]=[CH:7][N:8]([C:10]2[CH:15]=[CH:14][C:13]([I:16])=[CH:12][CH:11]=2)[CH:9]=1)=[N+]=[N-]>CO.[Ni]>[NH2:1][CH2:4][C:5]1[N:6]=[CH:7][N:8]([C:10]2[CH:15]=[CH:14][C:13]([I:16])=[CH:12][CH:11]=2)[CH:9]=1. Procedure: A solution of 4-azidomethyl 1-(4-iodophenyl)imidazole 1-4 (0.725 g, 2.23 mmol) over Ra—Ni (50% aq. slurry, 300 mg) in MeOH (12 mL) was hydrogenated under balloon H2 for 3 h. The mixture was filtrated through CELITE. The filtrate was concentrated in vacuo to give 4-aminomethyl 1-(4-iodophenyl)imidazole I-2 as a solid (0.603 g). MS 300.0 (M+H)